Dataset: the Open Reaction Database (ORD), a public repository of structured organic reaction records. Task: describe an organic reaction: reactants, conditions, products, and yield The reactants are ClC1=CC=C(C=C1)C1(CCN(CC1)C(CC(C(=O)C1=CC=CC=C1)F)F)O (γ-[4-(4-chlorophenyl)-4-hydroxypiperidin-1-yl]-2,4-difluorobutyrophenone), ClC1=CC=C(C=C1)C1(CCNCC1)O (4-(p-chlorophenyl)-4-hydroxypiperidine), CS(=O)C (dimethylsulfoxide). Solvent: O (water). Run at time 14 hour. The product is ClC1=CC=C(C=C1)C1(CCN(CC1)C(CC(C(=O)C1=CC=CC=C1)F)N1CCC(CC1)(C1=CC=C(C=C1)Cl)O)O (γ,4-bis-[4-(4-chlorophenyl)-4-hydroxypiperidin-1-yl]-2-fluorobutyrophenone). Reaction SMILES: [Cl:1][C:2]1[CH:7]=[CH:6][C:5]([C:8]2([OH:27])[CH2:13][CH2:12][N:11]([CH:14](F)[CH2:15][CH:16]([F:25])[C:17]([C:19]3[CH:24]=[CH:23][CH:22]=[CH:21][CH:20]=3)=[O:18])[CH2:10][CH2:9]2)=[CH:4][CH:3]=1.[Cl:28][C:29]1[CH:34]=[CH:33][C:32]([C:35]2([OH:41])[CH2:40][CH2:39][NH:38][CH2:37][CH2:36]2)=[CH:31][CH:30]=1.CS(C)=O>O>[Cl:1][C:2]1[CH:7]=[CH:6][C:5]([C:8]2([OH:27])[CH2:13][CH2:12][N:11]([CH:14]([N:38]3[CH2:37][CH2:36][C:35]([OH:41])([C:32]4[CH:33]=[CH:34][C:29]([Cl:28])=[CH:30][CH:31]=4)[CH2:40][CH2:39]3)[CH2:15][CH:16]([F:25])[C:17]([C:19]3[CH:24]=[CH:23][CH:22]=[CH:21][CH:20]=3)=[O:18])[CH2:10][CH2:9]2)=[CH:4][CH:3]=1. Reported procedure: A mixture of γ-[4-(4-chlorophenyl)-4-hydroxypiperidin-1-yl]-2,4-difluorobutyrophenone (3.94 g), 4-(p-chlorophenyl)-4-hydroxypiperidine (2.24 g) and dimethylsulfoxide (30 ml) was stirred at room temperature for 14 hours. The mixture was poured into 300 ml of water and extracted with ethyl acetate. The extract was washed with water, dried over anhydrous sodium sulfate and concentrated under reduced pressure. The residue was recrystallized from ethanol to yield γ,4-bis-[4-(4-chlorophenyl)-4-hydroxy... Reactants: Cl, OB(O)c1cccc(OC(F)(F)F)c1, O=C(NC1CN2CCC1CC2)c1cc2cccc(Br)c2o1, [Na+], [Na+], O=C([O-])[O-], CN(C)C=O. Yields the product Cl, O=C(NC1CN2CCC1CC2)c1cc2cccc(-c3cccc(OC(F)(F)F)c3)c2o1. RXN SMILES: [ClH:1].[F:23][C:24]([O:25][c:26]1[cH:27][c:28]([B:32]([OH:33])[OH:34])[cH:29][cH:30][cH:31]1)([F:35])[F:36].[N:2]12[CH2:3][CH:4]([NH:10][C:11](=[O:12])[c:13]3[o:14][c:15]4[c:16]([cH:17]3)[cH:18][cH:19][cH:20][c:21]4[Br:22])[CH:5]([CH2:6][CH2:7]1)[CH2:8][CH2:9]2.[Na+:37].[Na+:38].[O-:39][C:40](=[O:41])[O-:42].[O:43]=[CH:44][N:45]([CH3:46])[CH3:47]>>[ClH:1].[N:2]12[CH2:3][CH:4]([NH:10][C:11](=[O:12])[c:13]3[o:14][c:15]4[c:16]([cH:17]3)[cH:18][cH:19][cH:20][c:21]4-[c:28]3[cH:27][c:26]([O:25][C:24]([F:23])([F:35])[F:36])[cH:31][cH:30][cH:29]3)[CH:5]([CH2:6][CH2:7]1)[CH2:8][CH2:9]2. Run at temperature 95 celsius. Run in O1CCOCC1 (dioxane). Reaction SMILES: Br[C:2]1[S:3][C:4]2[C:10]([C:11]3[CH:16]=[CH:15][C:14]([Cl:17])=[CH:13][CH:12]=3)=[C:9]([C@H:18]([O:23][C:24]([CH3:27])([CH3:26])[CH3:25])[C:19]([O:21][CH3:22])=[O:20])[C:8]([CH3:28])=[CH:7][C:5]=2[N:6]=1.[Cl:29][C:30]1[CH:35]=[C:34](B(O)O)[CH:33]=[CH:32][N:31]=1.C([O-])([O-])=O.[K+].[K+].CCOC(C)=O>O1CCOCC1.C1C=CC([P]([Pd]([P](C2C=CC=CC=2)(C2C=CC=CC=2)C2C=CC=CC=2)([P](C2C=CC=CC=2)(C2C=CC=CC=2)C2C=CC=CC=2)[P](C2C=CC=CC=2)(C2C=CC=CC=2)C2C=CC=CC=2)(C2C=CC=CC=2)C2C=CC=CC=2)=CC=1>[C:24]([O:23][C@@H:18]([C:9]1[C:8]([CH3:28])=[CH:7][C:5]2[N:6]=[C:2]([C:34]3[CH:33]=[CH:32][N:31]=[C:30]([Cl:29])[CH:35]=3)[S:3][C:4]=2[C:10]=1[C:11]1[CH:16]=[CH:15][C:14]([Cl:17])=[CH:13][CH:12]=1)[C:19]([O:21][CH3:22])=[O:20])([CH3:27])([CH3:26])[CH3:25] |f:2.3.4,^1:60,62,81,100|. Reported procedure: The reaction mixture of (S)-methyl 2-(2-bromo-7-(4-chlorophenyl)-5-methylbenzo[d]thiazol-6-yl)-2-tert-butoxyacetate (370 mg, 0.769 mol), 2-chloropyridine-4-boronic acid (157 mg, 0.99 mmol), 2N K2CO3 (1.9 mL), Pd(PPh3)4 (80 mg, 0.077 mmol) in dioxane (10 mL) was heated at 95° C. for 2 hrs. The reaction mixture was diluted by EtOAc, washed by sat. NaHCO3, extracted by EtOAc, the organic phase was dried over MgSO4, filtered, concentrated down and purified by silica gel column, eluting by 0-100% EtO... Product: C(C)(C)(C)O[C@H](C(=O)OC)C1=C(C2=C(N=C(S2)C2=CC(=NC=C2)Cl)C=C1C)C1=CC=C(C=C1)Cl ((S)-methyl 2-tert-butoxy-2-(7-(4-chlorophenyl)-2-(2-chloropyridin-4-yl)-5-methylbenzo[d]thiazol-6-yl)acetate). Reagents/catalysts: C=1C=CC(=CC1)[P](C=2C=CC=CC2)(C=3C=CC=CC3)[Pd]([P](C=4C=CC=CC4)(C=5C=CC=CC5)C=6C=CC=CC6)([P](C=7C=CC=CC7)(C=8C=CC=CC8)C=9C=CC=CC9)[P](C=1C=CC=CC1)(C=1C=CC=CC1)C=1C=CC=CC1 (Pd(PPh3)4). Starting materials: BrC=1SC2=C(N1)C=C(C(=C2C2=CC=C(C=C2)Cl)[C@@H](C(=O)OC)OC(C)(C)C)C ((S)-methyl 2-(2-bromo-7-(4-chlorophenyl)-5-methylbenzo[d]thiazol-6-yl)-2-tert-butoxyacetate), ClC1=NC=CC(=C1)B(O)O (2-chloropyridine-4-boronic acid), C(=O)([O-])[O-].[K+].[K+] (K2CO3), CCOC(=O)C (EtOAc). The reactants are BrC1C(N(CC1)C=1C=NN(C1C(C)C)C1=CC=C(C=C1)F)=O (3-bromo-1-[1-(4-fluorophenyl)-5-isopropylpyrazol-4-yl]pyrrolidin-2-one), FC(C1=CC=NN1)(F)F (5-(trifluoromethyl)-1H-pyrazole), C(=O)([O-])[O-].[K+].[K+] (K2CO3). The solvent is CN(C)C=O (DMF). Conditions: temperature 60 celsius, time 40 minute. The product is FC1=CC=C(C=C1)N1N=CC(=C1C(C)C)N1C(C(CC1)N1N=C(C=C1)C(F)(F)F)=O (1-[1-(4-fluorophenyl)-5-isopropylpyrazol-4-yl]-3-[3-(trifluoromethyl)pyrazol-1-yl]pyrrolidin-2-one). The yield is 81.0%. Reaction SMILES: Br[CH:2]1[CH2:6][CH2:5][N:4]([C:7]2[CH:8]=[N:9][N:10]([C:15]3[CH:20]=[CH:19][C:18]([F:21])=[CH:17][CH:16]=3)[C:11]=2[CH:12]([CH3:14])[CH3:13])[C:3]1=[O:22].[F:23][C:24]([F:31])([F:30])[C:25]1[NH:29][N:28]=[CH:27][CH:26]=1.C([O-])([O-])=O.[K+].[K+]>CN(C=O)C>[F:21][C:18]1[CH:19]=[CH:20][C:15]([N:10]2[C:11]([CH:12]([CH3:14])[CH3:13])=[C:7]([N:4]3[CH2:5][CH2:6][CH:2]([N:28]4[CH:27]=[CH:26][C:25]([C:24]([F:31])([F:30])[F:23])=[N:29]4)[C:3]3=[O:22])[CH:8]=[N:9]2)=[CH:16][CH:17]=1 |f:2.3.4|. Procedure: A mixture of 3-bromo-1-[1-(4-fluorophenyl)-5-isopropylpyrazol-4-yl]pyrrolidin-2-one (0.015 g, 0.041 mmol), 5-(trifluoromethyl)-1H-pyrazole (0.030 g, 0.22 mmol) and K2CO3 (0.030 g, 0.22 mmol) in DMF (0.5 mL) was stirred at 60° C. for 40 min. The mixture was then cooled to room temperature, quenched with water (30 mL), extracted with EtOAc (50 mL), and purified by reverse phase HPLC (C18 column, acetonitrile-H2O with 0.1% TFA as eluent) to yield the title compound (0.014 g, 81%). 1H NMR (400 MHz, ... The yield is 27.7%. The reactants are FC=1C=C(C=CC1I)N1C(O[C@H](C1)CN=[N+]=[N-])=O ((5R)-3-(3-fluoro-4-iodophenyl)-5-azidomethyl-1,3-oxazolidin-2-one), ClC(=C)S(=O)(=O)Cl (1-chloro-1-ethenesulfonyl chloride). As a reaction SMILES: [F:1][C:2]1[CH:3]=[C:4]([N:9]2[CH2:13][C@H:12]([CH2:14][N:15]=[N+:16]=[N-:17])[O:11][C:10]2=[O:18])[CH:5]=[CH:6][C:7]=1[I:8].[Cl:19][C:20](S(Cl)(=O)=O)=[CH2:21]>C(Cl)(Cl)Cl>[F:1][C:2]1[CH:3]=[C:4]([N:9]2[CH2:13][C@H:12]([CH2:14][N:15]3[CH:21]=[C:20]([Cl:19])[N:17]=[N:16]3)[O:11][C:10]2=[O:18])[CH:5]=[CH:6][C:7]=1[I:8]. Conditions: temperature 80 celsius. Procedure details: A stirred mixture of (5R)-3-(3-fluoro-4-iodophenyl)-5-azidomethyl-1,3-oxazolidin-2-one (1 g, 28 mmol) and 1-chloro-1-ethenesulfonyl chloride (1 g, 6.2 mmol) was heated in a pressure tube at 80° C. for one hour. The reaction mixture was cooled to room temperature, diluted with chloroform (15 mL), and heated at 80° C. for an additional 4 hours. The reaction mixture was cooled to room temperature and the precipitate was collected by filtration and washed with little dichloromethane to yield the tit... The product is FC=1C=C(C=CC1I)N1C(O[C@H](C1)CN1N=NC(=C1)Cl)=O ((5R)-3-(3-Fluoro-4-iodophenyl)-5-(4-chloro-1H-1,2,3-triazol-1-ylmethyl)-1,3-oxazolidin-2-one). Solvent: C(Cl)(Cl)Cl (chloroform). Starting materials: oil, N1=CC=CC=C1 (pyridine), N1=CC=CC=C1 (pyridine), C(C)(C)(C)OC(=O)N1C(CCC1)C(=O)O (Pyrrolidine-1,2-dicarboxylic acid 1-tert-butyl ester), C(C(=O)Cl)(=O)Cl (oxalyl chloride), BrC1=CC(=C(N)C=C1)C(F)(F)F (4-bromo-2-trifluoromethylaniline). The solvent is C(Cl)Cl (DCM), C(C)OCC (diethyl ether), C(C)OCC (diethyl ether). Conditions: temperature 0 celsius, time 1 hour. Product: C(C)(C)(C)OC(=O)N1C(CCC1)C(NC1=C(C=C(C=C1)Br)C(F)(F)F)=O (2-(4-Bromo-2-trifluoromethyl-phenylcarbamoyl)-pyrrolidine-1-carboxylic acid tert-butyl ester). RXN SMILES: [C:1]([O:5][C:6]([N:8]1[CH2:12][CH2:11][CH2:10][CH:9]1[C:13]([OH:15])=O)=[O:7])([CH3:4])([CH3:3])[CH3:2].N1C=CC=CC=1.C(Cl)(=O)C(Cl)=O.[Br:28][C:29]1[CH:35]=[CH:34][C:32]([NH2:33])=[C:31]([C:36]([F:39])([F:38])[F:37])[CH:30]=1>C(OCC)C.C(Cl)Cl>[C:1]([O:5][C:6]([N:8]1[CH2:12][CH2:11][CH2:10][CH:9]1[C:13](=[O:15])[NH:33][C:32]1[CH:34]=[CH:35][C:29]([Br:28])=[CH:30][C:31]=1[C:36]([F:39])([F:37])[F:38])=[O:7])([CH3:2])([CH3:3])[CH3:4]. Procedure: Pyrrolidine-1,2-dicarboxylic acid 1-tert-butyl ester (4 g, 18.6 mmol) was dissolved in 200 mL dry diethyl ether under Ar, cooled in an ice water bath, added dry pyridine (9 mL, 111 mmol) followed by the dropwise addition of oxalyl chloride (4.8 mL, 54 mmol). A precipitate forms immediately. The reaction was stirred vigorously at 0° C. for one hour, then at ambient temperature for one hour. Added 100 mL diethyl ether, filtered off solids washing with diethyl ether. Concentrated the filtrates to a... Run in CC1(O[C@@H]2CO[C@@]3([C@H]([C@@H]2O1)OC(O3)(C)C)COS(=O)(=O)N)C.C1CCOC1 (topiramate THF). RXN SMILES: [CH3:1][C:2]1([CH3:22])[O:10][C@@H:9]2[C@@H:4]([CH2:5][O:6][C@@:7]3([CH2:16][O:17][S:18]([NH2:21])(=[O:20])=[O:19])[O:13][C:12]([CH3:15])([CH3:14])[O:11][C@H:8]32)[O:3]1.C1COCC1.[OH-].[K+:29]>CC1(C)O[C@@H]2[C@@H](CO[C@@]3(COS(N)(=O)=O)OC(C)(C)O[C@H]32)O1.C1COCC1>[CH3:1][C:2]1([CH3:22])[O:10][C@@H:9]2[C@@H:4]([CH2:5][O:6][C@@:7]3([CH2:16][O:17][S:18]([NH-:21])(=[O:20])=[O:19])[O:13][C:12]([CH3:14])([CH3:15])[O:11][C@H:8]32)[O:3]1.[K+:29] |f:2.3,4.5,6.7|. Reported procedure: A 20 mL scintillation vial was loaded with 556.8 mg (1.641 mmols) of topiramate (Cheminor Drugs Ltd., Hyderabad, India, Batch TP001.J00) and 1 mL THF (Sigma, St. Louis, Mo. USA, 99.0+%, Lot 50k1485), and all of the topiramate dissolved. 89.9 mg (1.602 mmols) of solid KOH (Spectrum, Lot PN0690) was dissolved in the topiramate/THF solution. The solution was allowed to evaporate overnight at room temperature leaving an amorphous solid. The solid was further dried by placing it in a vacuum desiccato... The reactants are solid, [OH-].[K+] (KOH), CC1(O[C@@H]2CO[C@@]3([C@H]([C@@H]2O1)OC(O3)(C)C)COS(=O)(=O)N)C (topiramate), C1CCOC1 (THF), CC1(O[C@@H]2CO[C@@]3([C@H]([C@@H]2O1)OC(O3)(C)C)COS(=O)(=O)N)C (topiramate). Product: CC1(O[C@@H]2CO[C@@]3([C@H]([C@@H]2O1)OC(O3)(C)C)COS(=O)(=O)[NH-])C.[K+] (TOPIRAMATE POTASSIUM). Starting materials: Cc1ccc(C(O)=S)c(OC2CCC(NC(=O)OC(C)(C)C)CC2)c1, O=C(Cl)C(=O)Cl, ClCCl, Nc1cccnc1C(=O)Nc1ccc(Cl)cn1, CN(C)C=O, c1ccncc1. The product is Cc1ccc(C(=S)Nc2cccnc2C(=O)Nc2ccc(Cl)cn2)c(OC2CCC(NC(=O)OC(C)(C)C)CC2)c1. RXN SMILES: [C:7]([CH3:8])([CH3:9])([CH3:10])[O:11][C:12](=[O:13])[NH:14][CH:15]1[CH2:16][CH2:17][CH:18]([O:21][c:22]2[c:23]([C:24](=[S:25])[OH:26])[cH:27][cH:28][c:29]([CH3:31])[cH:30]2)[CH2:19][CH2:20]1.[Cl:1][C:2]([C:3]([Cl:4])=[O:5])=[O:6].[Cl:60][CH2:61][Cl:62].[NH2:43][c:44]1[c:45]([C:50](=[O:51])[NH:52][c:53]2[n:54][cH:55][c:56]([Cl:59])[cH:57][cH:58]2)[n:46][cH:47][cH:48][cH:49]1.[O:32]=[CH:33][N:34]([CH3:35])[CH3:36].[cH:37]1[cH:38][cH:39][n:40][cH:41][cH:42]1>>[C:7]([CH3:8])([CH3:9])([CH3:10])[O:11][C:12](=[O:13])[NH:14][CH:15]1[CH2:16][CH2:17][CH:18]([O:21][c:22]2[c:23]([C:24](=[S:25])[NH:43][c:44]3[c:45]([C:50](=[O:51])[NH:52][c:53]4[n:54][cH:55][c:56]([Cl:59])[cH:57][cH:58]4)[n:46][cH:47][cH:48][cH:49]3)[cH:27][cH:28][c:29]([CH3:31])[cH:30]2)[CH2:19][CH2:20]1. Reactants: [Ag+2], BrCc1ccccc1, COC1CC(O)C(CO[Si](C)(C)C(C)(C)C)O1, O=C([O-])[O-], CN(C)C=O, Cc1ccccc1. Product: COC1CC(OCc2ccccc2)C(CO[Si](C)(C)C(C)(C)C)O1. Reaction SMILES: [Ag+2:42].[Br:18][CH2:19][c:20]1[cH:21][cH:22][cH:23][cH:24][cH:25]1.[C:1]([CH3:2])([CH3:3])([CH3:4])[Si:5]([O:6][CH2:7][CH:8]1[CH:9]([OH:15])[CH2:10][CH:11]([O:12][CH3:13])[O:14]1)([CH3:16])[CH3:17].[C:38](=[O:39])([O-:40])[O-:41].[CH3:26][N:27]([CH3:28])[CH:29]=[O:30].[CH3:31][c:32]1[cH:33][cH:34][cH:35][cH:36][cH:37]1>>[C:1]([CH3:2])([CH3:3])([CH3:4])[Si:5]([O:6][CH2:7][CH:8]1[CH:9]([O:15][CH2:19][c:20]2[cH:21][cH:22][cH:23][cH:24][cH:25]2)[CH2:10][CH:11]([O:12][CH3:13])[O:14]1)([CH3:16])[CH3:17]. The reactants are COC1=C(C2=C(NC(N(C2=O)[C@@H](C)C2=CC=CC=C2)=O)S1)C (6-methoxy-5-methyl-3-[(1S)-1-phenylethyl]thieno[2,3-d]pyrimidine-2,4(1H,3H)-dione), BrCC1=CC=C(C=C1)C1=C(C=CC=C1)C1=NOC(=N1)C(Cl)(Cl)Cl (3-[4′-(bromomethyl)biphenyl-2-yl]-5-(trichloromethyl)-1,2,4-oxadiazole), C([O-])([O-])=O.[K+].[K+] (potassium carbonate), CN(C=O)C (N,N-dimethylformamide). Solvent: C(C)(=O)OCC (ethyl acetate). Conditions: time 2 hour. Yields the product COC1=C(C2=C(N(C(N(C2=O)[C@@H](C)C2=CC=CC=C2)=O)CC2=CC=C(C=C2)C2=C(C=CC=C2)C2=NOC(N2)=O)S1)C (6-methoxy-5-methyl-1-{[2′-(5-oxo-4,5-dihydro-1,2,4-oxadiazol-3-yl)biphenyl-4-yl]methyl}-3-[(1S)-1-phenylethyl]thieno[2,3-d]pyrimidine-2,4(1H,3H)-dione). Yield: 96.1%. As a reaction SMILES: [CH3:1][O:2][C:3]1[S:21][C:6]2[NH:7][C:8](=[O:20])[N:9]([C@H:12]([C:14]3[CH:19]=[CH:18][CH:17]=[CH:16][CH:15]=3)[CH3:13])[C:10](=[O:11])[C:5]=2[C:4]=1[CH3:22].Br[CH2:24][C:25]1[CH:30]=[CH:29][C:28]([C:31]2[CH:36]=[CH:35][CH:34]=[CH:33][C:32]=2[C:37]2[N:41]=[C:40](C(Cl)(Cl)Cl)[O:39][N:38]=2)=[CH:27][CH:26]=1.C(=O)([O-])[O-:47].[K+].[K+].CN(C)C=O>C(OCC)(=O)C>[CH3:1][O:2][C:3]1[S:21][C:6]2[N:7]([CH2:24][C:25]3[CH:30]=[CH:29][C:28]([C:31]4[CH:36]=[CH:35][CH:34]=[CH:33][C:32]=4[C:37]4[NH:41][C:40](=[O:47])[O:39][N:38]=4)=[CH:27][CH:26]=3)[C:8](=[O:20])[N:9]([C@H:12]([C:14]3[CH:15]=[CH:16][CH:17]=[CH:18][CH:19]=3)[CH3:13])[C:10](=[O:11])[C:5]=2[C:4]=1[CH3:22] |f:2.3.4|. Procedure: A mixture of 6-methoxy-5-methyl-3-[(1S)-1-phenylethyl]thieno[2,3-d]pyrimidine-2,4(1H,3H)-dione (0.43 g), 3-[4′-(bromomethyl)biphenyl-2-yl]-5-(trichloromethyl)-1,2,4-oxadiazole (0.67 g), potassium carbonate (0.38 g) and N,N-dimethylformamide (20 mL) was stirred at room temperature for 2 hr. The reaction mixture was diluted with ethyl acetate, washed successively with 5% aqueous potassium hydrogensulfate solution and saturated brine, and dried over anhydrous magnesium sulfate. The solvent was evap...